From a dataset of the Open Reaction Database (ORD), a public repository of structured organic reaction records. describe an organic reaction: reactants, conditions, products, and yield The reactants are ClCCl, O=C1Cc2cc(Cl)ccc2C(=O)N1Cc1ccccc1, CCOC(C)=O, CC(C)S(=O)(=O)Cl. Yields the product CC(C)S(=O)(=O)C1C(=O)N(Cc2ccccc2)C(=O)c2ccc(Cl)cc21. RXN SMILES: [CH2:28]([Cl:29])[Cl:30].[CH2:8]([c:9]1[cH:10][cH:11][cH:12][cH:13][cH:14]1)[N:15]1[C:16](=[O:27])[c:17]2[cH:18][cH:19][c:20]([Cl:26])[cH:21][c:22]2[CH2:23][C:24]1=[O:25].[CH3:31][CH2:32][O:33][C:34]([CH3:35])=[O:36].[CH:1]([CH3:2])([CH3:3])[S:4](=[O:5])(=[O:6])[Cl:7]>>[CH:1]([CH3:2])([CH3:3])[S:4](=[O:5])(=[O:6])[CH:23]1[c:22]2[c:17]([cH:18][cH:19][c:20]([Cl:26])[cH:21]2)[C:16](=[O:27])[N:15]([CH2:8][c:9]2[cH:10][cH:11][cH:12][cH:13][cH:14]2)[C:24]1=[O:25]. Starting materials: intermediate 19, N1(CCCC1)C(=O)C1=C(C=CC=C1)O (2-(pyrrolidine-1-carbonyl)-phenol), COC(C(CC1CCCC1)Br)=O (2-bromo-3-cyclopentyl-propionic acid methyl ester), ClC=1C(N(N=CC1Cl)C1OCCCC1)=O (4,5-dichloro-2-(tetrahydropyran-2-yl)-2H-pyridazin-3-one), ClC=1C(N(N=CC1Cl)C1OCCCC1)=O (4,5-dichloro-2-(tetrahydropyran-2-yl)-2H-pyridazin-3-one), COC(C(CC1CCCC1)Br)=O (2-bromo-3-cyclopentyl-propionic acid methyl ester). The product is C1(CCCC1)CC(C(=O)O)N1N=CC(=CC1=O)OC1=C(C=CC=C1)C(=O)N1CCCC1 (3-cyclopentyl-2-{6-oxo-4-[2-(pyrrolidine-1-carbonyl)-phenoxy]-6H-pyridazin-1-yl}-propionic acid). RXN SMILES: Cl[C:2]1[C:3](=[O:15])[N:4](C2CCCCO2)[N:5]=[CH:6][C:7]=1Cl.[N:16]1([C:21]([C:23]2[CH:28]=[CH:27][CH:26]=[CH:25][C:24]=2[OH:29])=[O:22])[CH2:20][CH2:19][CH2:18][CH2:17]1.C[O:31][C:32](=[O:41])[CH:33](Br)[CH2:34][CH:35]1[CH2:39][CH2:38][CH2:37][CH2:36]1>>[CH:35]1([CH2:34][CH:33]([N:4]2[C:3](=[O:15])[CH:2]=[C:7]([O:29][C:24]3[CH:25]=[CH:26][CH:27]=[CH:28][C:23]=3[C:21]([N:16]3[CH2:17][CH2:18][CH2:19][CH2:20]3)=[O:22])[CH:6]=[N:5]2)[C:32]([OH:31])=[O:41])[CH2:39][CH2:38][CH2:37][CH2:36]1. Procedure: In an analogous manner to the stepwise sequence outlined in intermediate 19, starting from 4,5-dichloro-2-(tetrahydropyran-2-yl)-2H-pyridazin-3-one (Intermediate 20) and 2-(pyrrolidine-1-carbonyl)-phenol and alkylating with 2-bromo-3-cyclopentyl-propionic acid methyl ester (Intermediate 10) afforded 3-cyclopentyl-2-{6-oxo-4-[2-(pyrrolidine-1-carbonyl)-phenoxy]-6H-pyridazin-1-yl}-propionic acid as a white solid (100 mg, 32% for the final step). 1H NMR (300 MHz, DMSO-d6) δ ppm 0.91-1.18 (m, 2H), 1... Reactants: NC=1C=CC(=C(OC=2C=CC=3N(N2)C=C(N3)NC(=O)C3CC3)C1)OC (N-[6-(5-amino-2-methoxyphenoxy)imidazo[1,2-b]pyridazin-2-yl]cyclopropanecarboxamide), ON1N=NC2=C1C=CC=C2 (1-hydroxybenzotriazole), C(#N)C(C)(C)C=1C=C(C(=O)O)C=CC1 (3-(1-cyano-1-methylethyl)benzoic acid), Cl.CN(CCCN=C=NCC)C (N-[3-(dimethylamino)propyl]-N′-ethylcarbodiimide hydrochloride). The solvent is CN(C=O)C (N,N-dimethylformamide). The product is C(#N)C(C)(C)C=1C=C(C(=O)NC2=CC(=C(C=C2)OC)OC=2C=CC=3N(N2)C=C(N3)NC(=O)C3CC3)C=CC1 (3-(1-cyano-1-methylethyl)-N-[3-({2-[(cyclopropylcarbonyl)amino]imidazo[1,2-b]pyridazin-6-yl}oxy)-4-methoxyphenyl]benzamide). Yield: 71.2%. RXN SMILES: [NH2:1][C:2]1[CH:3]=[CH:4][C:5]([O:24][CH3:25])=[C:6]([CH:23]=1)[O:7][C:8]1[CH:9]=[CH:10][C:11]2[N:12]([CH:14]=[C:15]([NH:17][C:18]([CH:20]3[CH2:22][CH2:21]3)=[O:19])[N:16]=2)[N:13]=1.[C:26]([C:28]([C:31]1[CH:32]=[C:33]([CH:37]=[CH:38][CH:39]=1)[C:34](O)=[O:35])([CH3:30])[CH3:29])#[N:27].Cl.CN(C)CCCN=C=NCC.ON1C2C=CC=CC=2N=N1>CN(C)C=O>[C:26]([C:28]([C:31]1[CH:32]=[C:33]([CH:37]=[CH:38][CH:39]=1)[C:34]([NH:1][C:2]1[CH:3]=[CH:4][C:5]([O:24][CH3:25])=[C:6]([O:7][C:8]2[CH:9]=[CH:10][C:11]3[N:12]([CH:14]=[C:15]([NH:17][C:18]([CH:20]4[CH2:21][CH2:22]4)=[O:19])[N:16]=3)[N:13]=2)[CH:23]=1)=[O:35])([CH3:30])[CH3:29])#[N:27] |f:2.3|. Procedure details: Using N-[6-(5-amino-2-methoxyphenoxy)imidazo[1,2-b]pyridazin-2-yl]cyclopropanecarboxamide (150 mg, 0.44 mmol), 3-(1-cyano-1-methylethyl)benzoic acid (88 mg, 0.46 mmol), N-[3-(dimethylamino)propyl]-N′-ethylcarbodiimide hydrochloride (87 mg, 0.46 mmol), 1-hydroxybenzotriazole (62 mg, 0.46 mmol) and N,N-dimethylformamide (10 mL) as starting materials and in the same manner as in Example 318, the title compound (160 mg, 71%) was obtained as a white powder. Product: C=CN(C)c1c(S(=O)(=O)C(F)(F)F)c(C#N)nn1-c1c(Cl)cc(C(F)(F)F)cc1Cl. Starting materials: CN(CCO)c1c(S(=O)(=O)C(F)(F)F)c(C#N)nn1-c1c(Cl)cc(C(F)(F)F)cc1Cl, ClCCl, O=[Cr](=O)=O, c1ccncc1. Reaction SMILES: [Cl:11][c:12]1[c:13](-[n:23]2[n:24][c:25]([C:40]#[N:41])[c:26]([S:33](=[O:34])(=[O:35])[C:36]([F:37])([F:38])[F:39])[c:27]2[N:28]([CH3:29])[CH2:30][CH2:31][OH:32])[c:14]([Cl:22])[cH:15][c:16]([C:18]([F:19])([F:20])[F:21])[cH:17]1.[Cl:42][CH2:43][Cl:44].[O:7]=[Cr:8](=[O:9])=[O:10].[cH:1]1[cH:2][cH:3][n:4][cH:5][cH:6]1>>[Cl:11][c:12]1[c:13](-[n:23]2[n:24][c:25]([C:40]#[N:41])[c:26]([S:33](=[O:34])(=[O:35])[C:36]([F:37])([F:38])[F:39])[c:27]2[N:28]([CH3:29])[CH:30]=[CH2:31])[c:14]([Cl:22])[cH:15][c:16]([C:18]([F:19])([F:20])[F:21])[cH:17]1. The reactants are C1(=CC=CS1)C(=O)Cl (2-thenoyl chloride), ClC=1C=C2CC(N(C2=CC1)C(C)=O)=O (5-chloro-1-acetyl-2-oxindole), ice. The reagents and catalysts are CN(C)C1=CC=NC=C1 (4-(N,N-dimethylamino)pyridine). The solvent is CN(C=O)C (N,N-dimethylformamide), CN(C=O)C (N,N-dimethylformamide). Reaction conditions: temperature 0 celsius, time 30 minute. Product: ClC=1C=C2C(C(N(C2=CC1)C(C)=O)=O)C(C1=CC=CS1)=O (5-Chloro-1-acetyl-3-(2-thenoyl)-2-oxindole). Isolated yield 21.7%. As a reaction SMILES: [Cl:1][C:2]1[CH:3]=[C:4]2[C:8](=[CH:9][CH:10]=1)[N:7]([C:11](=[O:13])[CH3:12])[C:6](=[O:14])[CH2:5]2.[C:15]1([C:20](Cl)=[O:21])[S:19][CH:18]=[CH:17][CH:16]=1>CN(C1C=CN=CC=1)C.CN(C)C=O>[Cl:1][C:2]1[CH:3]=[C:4]2[C:8](=[CH:9][CH:10]=1)[N:7]([C:11](=[O:13])[CH3:12])[C:6](=[O:14])[CH:5]2[C:20](=[O:21])[C:15]1[S:19][CH:18]=[CH:17][CH:16]=1. Reported procedure: To a stirred solution of 0.75 g (3.6 mmole) of 5-chloro-1-acetyl-2-oxindole and 0.96 ml (7.9 mmole) of 4-(N,N-dimethylamino)pyridine in 20 ml of N,N-dimethylformamide, cooled to ca. 0° C., was added a solution of 0.4 ml (3.7 mmol) of 2-thenoyl chloride in 5 ml of N,N-dimethylformamide, dropwise, during a few minutes. The reaction mixture was stirred for 30 minutes at ca. 0° C. and then for 3.5 hours at room temperature, and then it was poured into 500 ml of ice-cold 2N hydrochloric acid. The res...